Dataset: the Open Reaction Database (ORD), a public repository of structured organic reaction records. Task: describe an organic reaction: reactants, conditions, products, and yield Reactants: CCN(C(C)C)C(C)C, Cc1nc(Cl)cc(C(=O)c2cc(C)c3c(c2)oc(=O)n3C)n1, Cl, O=C1Nc2ncccc2C2(CCNCC2)O1, CN(C)C=O. RXN SMILES: [CH:40]([N:41]([CH2:42][CH3:43])[CH:44]([CH3:45])[CH3:46])([CH3:47])[CH3:48].[Cl:18][c:19]1[cH:20][c:21]([C:26](=[O:27])[c:28]2[cH:29][c:30]3[c:31]([n:32]([CH3:36])[c:33](=[O:35])[o:34]3)[c:37]([CH3:39])[cH:38]2)[n:22][c:23]([CH3:25])[n:24]1.[ClH:1].[NH:2]1[C:3](=[O:17])[O:4][C:5]2([CH2:6][CH2:7][NH:8][CH2:9][CH2:10]2)[c:11]2[c:12]1[n:13][cH:14][cH:15][cH:16]2.[O:49]=[CH:50][N:51]([CH3:52])[CH3:53]>>[NH:2]1[C:3](=[O:17])[O:4][C:5]2([CH2:6][CH2:7][N:8]([c:19]3[cH:20][c:21]([C:26](=[O:27])[c:28]4[cH:29][c:30]5[c:31]([n:32]([CH3:36])[c:33](=[O:35])[o:34]5)[c:37]([CH3:39])[cH:38]4)[n:22][c:23]([CH3:25])[n:24]3)[CH2:9][CH2:10]2)[c:11]2[c:12]1[n:13][cH:14][cH:15][cH:16]2. Product: Cc1nc(C(=O)c2cc(C)c3c(c2)oc(=O)n3C)cc(N2CCC3(CC2)OC(=O)Nc2ncccc23)n1. The reactants are C1CCOC1, Cc1cc(C)c(C=O)[nH]1, CC(=O)O, C, C1COCCN1, C1COCCN1, O. Product: Cc1[nH]c(C=O)c(C)c1CN1CCOCC1. Reaction SMILES: [CH2:23]1[O:24][CH2:25][CH2:26][CH2:27]1.[CH3:1][c:2]1[c:3]([CH:8]=[O:9])[nH:4][c:5]([CH3:7])[cH:6]1.[CH3:29][C:30](=[O:31])[OH:32].[CH4:10].[O:11]1[CH2:12][CH2:13][NH:14][CH2:15][CH2:16]1.[O:17]1[CH2:18][CH2:22][NH:21][CH2:20][CH2:19]1.[OH2:28]>>[CH3:1][c:2]1[c:3]([CH:8]=[O:9])[nH:4][c:5]([CH3:7])[c:6]1[CH2:18][N:14]1[CH2:13][CH2:12][O:11][CH2:16][CH2:15]1. Reactants: CCOC(=O)C1CNCCc2c1[nH]c1ccccc21, C1CCOC1, CN, CN, Cl. Yields the product CNC(=O)C1CNCCc2c1[nH]c1ccccc21. Reaction SMILES: [CH2:1]1[CH2:2][NH:3][CH2:4][CH:5]([C:15]([O:17][CH2:16][CH3:18])=[O:19])[c:6]2[nH:7][c:8]3[cH:9][cH:10][cH:11][cH:12][c:13]3[c:14]21.[CH2:25]1[O:26][CH2:27][CH2:28][CH2:29]1.[CH3:21][NH2:22].[CH3:23][NH2:24].[ClH:20]>>[CH2:1]1[CH2:2][NH:3][CH2:4][CH:5]([C:15](=[O:17])[NH:22][CH3:21])[c:6]2[nH:7][c:8]3[cH:9][cH:10][cH:11][cH:12][c:13]3[c:14]21. Starting materials: N(=NC(=O)[O-])C(=O)[O-] (azodicarboxylate), OC1=C(C(=O)OC)C=CC(=C1)C (methyl 2-hydroxy-4-methylbenzoate), C(C)(C)O (isopropanol), C1CCOC1 (THF). Run in C(C)(=O)OCC (ethyl acetate), O (water). Conditions: time 8 hour. Yields the product COC(C1=C(C=C(C=C1)C)OC(C)C)=O (2-Isopropoxy-4-methyl-benzoic Acid Methyl Ester). Yield: 81.4%. RXN SMILES: N(C([O-])=O)=NC([O-])=O.[OH:9][C:10]1[CH:19]=[C:18]([CH3:20])[CH:17]=[CH:16][C:11]=1[C:12]([O:14][CH3:15])=[O:13].[CH:21](O)([CH3:23])[CH3:22].C1COCC1>C(OCC)(=O)C.O>[CH3:15][O:14][C:12](=[O:13])[C:11]1[CH:16]=[CH:17][C:18]([CH3:20])=[CH:19][C:10]=1[O:9][CH:21]([CH3:23])[CH3:22]. Procedure: Disopropyl azodicarboxylate (8.7 mL, 44 mmol) is added to a stirred solution of methyl 2-hydroxy-4-methylbenzoate (4.85 g, 29.2 mmol), isopropanol (3.3 mL, 44 mmol), triphenylphosphene (11.5 g, 43.8 mmol) and THF (50 mL) at room temperature. The exothermic reaction is cooled in an ice bath and is allowed to stir overnight at room temperature. The mixture is diluted with ethyl acetate and water, and the organic phase is washed with brine and dried over MgSO4. The crude residue is purified by flas... Procedure details: 2,2,6-Trimethyl-heptanoic acid methyl ester (1.97 g, 10.6 mmol) was taken up in toluene (65 mL) and cooled to −78° C. DiBALH (12.7 mL of a 1 N solution in toluene) was added dropwise. After 45 min, 1.5 mL DiBALH was added. After 2 h, the reaction was quenched by the addition of 15 mL MeOH at −78° C. The mixture was warmed to ambient temperature, and then cooled again to −78° C. for the addition of 10 mL 1 N HCl. The mixture was extracted with EtOAc (3×15 mL). The combined organics were washed wi... Reactants: COC(C(CCCC(C)C)(C)C)=O (2,2,6-Trimethyl-heptanoic acid methyl ester), CC(C)C[AlH]CC(C)C (DiBALH), CC(C)C[AlH]CC(C)C (DiBALH), solution. Product: CC(CO)(CCCC(C)C)C (2,2,6-Trimethyl-heptan-1-ol). Yield: 52.5%. RXN SMILES: C[O:2][C:3](=O)[C:4]([CH3:12])([CH3:11])[CH2:5][CH2:6][CH2:7][CH:8]([CH3:10])[CH3:9].CC(C[AlH]CC(C)C)C>C1(C)C=CC=CC=1>[CH3:11][C:4]([CH3:12])([CH2:5][CH2:6][CH2:7][CH:8]([CH3:9])[CH3:10])[CH2:3][OH:2]. Conditions: temperature -78 celsius, time 45 minute. Run in C1(=CC=CC=C1)C (toluene), C1(=CC=CC=C1)C (toluene).